The task is: describe an organic reaction: reactants, conditions, products, and yield. This data is from the Open Reaction Database (ORD), a public repository of structured organic reaction records. Reactants: C(C=C)(=O)OC (methyl 2-propenoate), O1CCCC1 (tetrahydrofuran), ClC1=CC2=C(N(C(N2)=O)C2CCN(CC2)CCCC(C2=CC=C(C=C2)F)C2=CC=C(C=C2)F)C=C1 (5-chloro-1-{1-[4,4-bis(p-fluorophenyl)butyl]-4-piperidyl}-2-benzimidazolinone), [OH-] (hydroxide), O1CCCC1 (tetrahydrofuran). The solvent is CO (methanol). Conditions: time 8 hour. Product: C(CC)(=O)O.CN1C(N(C2=C1C=C(C=C2)Cl)C2CCN(CC2)CCCC(C2=CC=C(C=C2)F)C2=CC=C(C=C2)F)=O (methyl 6-chloro-3-{1-[4,4-bis(4-fluorophenyl)butyl]-4-piperidinyl}-1,3-dihydro-2-oxo-2H-benzimidazole 1-propanoate). Reaction SMILES: [Cl:1][C:2]1[CH:35]=[CH:34][C:5]2[N:6]([CH:10]3[CH2:15][CH2:14][N:13]([CH2:16][CH2:17][CH2:18][CH:19]([C:27]4[CH:32]=[CH:31][C:30]([F:33])=[CH:29][CH:28]=4)[C:20]4[CH:25]=[CH:24][C:23]([F:26])=[CH:22][CH:21]=4)[CH2:12][CH2:11]3)[C:7](=[O:9])[NH:8][C:4]=2[CH:3]=1.[OH-].O1CCC[CH2:38]1.[C:42]([O:46]C)(=[O:45])[CH:43]=[CH2:44]>CO>[C:42]([OH:46])(=[O:45])[CH2:43][CH3:44].[CH3:38][N:8]1[C:4]2[CH:3]=[C:2]([Cl:1])[CH:35]=[CH:34][C:5]=2[N:6]([CH:10]2[CH2:15][CH2:14][N:13]([CH2:16][CH2:17][CH2:18][CH:19]([C:20]3[CH:25]=[CH:24][C:23]([F:26])=[CH:22][CH:21]=3)[C:27]3[CH:28]=[CH:29][C:30]([F:33])=[CH:31][CH:32]=3)[CH2:12][CH2:11]2)[C:7]1=[O:9] |f:5.6|. Procedure details: To a stirred mixture of 8.8 parts of 5-chloro-1-{1-[4,4-bis(p-fluorophenyl)butyl]-4-piperidyl}-2-benzimidazolinone, 1 part of N,N,N-trimethylbenzenemethanaminimum hydroxide solution 40% in methanol and 135 parts of tetrahydrofuran is added dropwise a solution of 8.6 parts of methyl 2-propenoate in 45 parts of tetrahydrofuran at 45° C. Upon completion, stirring is continued overnight at 50° C. The reaction mixture is evaporated. Water is added to the residue and the product is extracted with meth...